This data is from the Open Reaction Database (ORD), a public repository of structured organic reaction records. The task is: describe an organic reaction: reactants, conditions, products, and yield Yields the product O=C(O)c1ccc2c(c1)cc(COc1ccccc1)n2Cc1ccc(SC(F)(F)F)cc1. Reaction SMILES: [CH3:1][O:2][C:3](=[O:4])[c:5]1[cH:6][c:7]2[cH:8][c:9]([CH2:26][O:27][c:28]3[cH:29][cH:30][cH:31][cH:32][cH:33]3)[n:10]([CH2:14][c:15]3[cH:16][cH:17][c:18]([S:21][C:22]([F:23])([F:24])[F:25])[cH:19][cH:20]3)[c:11]2[cH:12][cH:13]1.[Na+:35].[O:36]1[CH2:37][CH2:38][O:39][CH2:40][CH2:41]1.[OH-:34]>>[O:2]=[C:3]([OH:4])[c:5]1[cH:6][c:7]2[cH:8][c:9]([CH2:26][O:27][c:28]3[cH:29][cH:30][cH:31][cH:32][cH:33]3)[n:10]([CH2:14][c:15]3[cH:16][cH:17][c:18]([S:21][C:22]([F:23])([F:24])[F:25])[cH:19][cH:20]3)[c:11]2[cH:12][cH:13]1. Reactants: COC(=O)c1ccc2c(c1)cc(COc1ccccc1)n2Cc1ccc(SC(F)(F)F)cc1, [Na+], C1COCCO1, [OH-]. Starting materials: Cl, [Na+], [OH-], CC(=O)Nc1cnc2sccc2c1. The product is Nc1cnc2sccc2c1. As a reaction SMILES: [ClH:16].[Na+:15].[OH-:14].[s:1]1[cH:2][cH:3][c:4]2[c:5]1[n:6][cH:7][c:8]([NH:10][C:11](=[O:12])[CH3:13])[cH:9]2>>[s:1]1[cH:2][cH:3][c:4]2[c:5]1[n:6][cH:7][c:8]([NH2:10])[cH:9]2. As a reaction SMILES: [CH3:32][C:33](=[O:34])[OH:35].[CH3:36][O:37][CH2:38][CH2:39][O:40][CH3:41].[CH3:42][CH2:43][OH:44].[Cl:1][c:2]1[cH:3][cH:4][c:5]([C:6](=[O:7])[c:8]2[cH:9][cH:10][c:11]([CH2:12][n:13]3[cH:14][c:15]([CH3:27])[c:16]4[c:17]3[n:18][c:19]([S:25][CH3:26])[n:20]([CH2:23][CH3:24])[c:21]4=[O:22])[cH:28][cH:29]2)[cH:30][cH:31]1>>[Cl:1][c:2]1[cH:3][cH:4][c:5]([C:6](=[O:7])[c:8]2[cH:9][cH:10][c:11]([CH2:12][n:13]3[cH:14][c:15]([CH3:27])[c:16]4[c:17]3[n:18][cH:19][n:20]([CH2:23][CH3:24])[c:21]4=[O:22])[cH:28][cH:29]2)[cH:30][cH:31]1. Product: CCn1cnc2c(c(C)cn2Cc2ccc(C(=O)c3ccc(Cl)cc3)cc2)c1=O. Reactants: CC(=O)O, COCCOC, CCO, CCn1c(SC)nc2c(c(C)cn2Cc2ccc(C(=O)c3ccc(Cl)cc3)cc2)c1=O. The reactants are COC1=[N+](C(=CC(=C1)OC)OC)[O-] (2,4,6-trimethoxypyridine-1-oxide), [P] (phosphorus), trichloride. Yields the product COC1=NC(=CC(=C1)OC)OC (2,4,6-Trimethoxypyridine). As a reaction SMILES: [CH3:1][O:2][C:3]1[CH:8]=[C:7]([O:9][CH3:10])[CH:6]=[C:5]([O:11][CH3:12])[N+:4]=1[O-].[P]>>[CH3:12][O:11][C:5]1[CH:6]=[C:7]([O:9][CH3:10])[CH:8]=[C:3]([O:2][CH3:1])[N:4]=1. Reported procedure: 2,4,6-Trimethoxypyridine was prepared by reacting 2,4,6-trimethoxypyridine-1-oxide and phosphorus and trichloride by the method of Johnson, Katrizky and Viney (J. Chem. Soc. B, 1211, 1967), and was obtained as a colourless solid. Pmr spectrum (δ in ppm; CDCl3): 3.77 (3H, s); 3.87 (6H, s); 5.85 (2H, s). The reactants are CN(CCO)C(=O)c1ccc(C(Br)=C2CCN(C(=O)OC(C)(C)C)CC2)cc1, CC(C)O, [K+], [K+], O=C([O-])[O-], OB(O)c1cccc2cccnc12. Product: CN(CCO)C(=O)c1ccc(C(=C2CCN(C(=O)OC(C)(C)C)CC2)c2cccc3cccnc23)cc1. RXN SMILES: [C:1]([CH3:2])([CH3:3])([CH3:4])[O:5][C:6](=[O:7])[N:8]1[CH2:9][CH2:10][C:11](=[C:14]([c:15]2[cH:16][cH:17][c:18]([C:21]([N:22]([CH3:23])[CH2:24][CH2:25][OH:26])=[O:27])[cH:19][cH:20]2)[Br:28])[CH2:12][CH2:13]1.[CH:48]([OH:49])([CH3:50])[CH3:51].[K+:42].[K+:43].[O-:44][C:45]([O-:46])=[O:47].[n:29]1[cH:30][cH:31][cH:32][c:33]2[cH:34][cH:35][cH:36][c:37]([B:39]([OH:40])[OH:41])[c:38]12>>[C:1]([CH3:2])([CH3:3])([CH3:4])[O:5][C:6](=[O:7])[N:8]1[CH2:9][CH2:10][C:11](=[C:14]([c:15]2[cH:16][cH:17][c:18]([C:21]([N:22]([CH3:23])[CH2:24][CH2:25][OH:26])=[O:27])[cH:19][cH:20]2)[c:37]2[cH:36][cH:35][cH:34][c:33]3[cH:32][cH:31][cH:30][n:29][c:38]32)[CH2:12][CH2:13]1.